Dataset: the Open Reaction Database (ORD), a public repository of structured organic reaction records. Task: describe an organic reaction: reactants, conditions, products, and yield Reactants: [H-].[Na+] (sodium hydride), O (water), CS (methyl mercaptan), NC1=NC2=NC(=CC=C2C=C1)Cl (2-Amino-7-chloro-1,8-naphthyridine). Solvent: CN(C=O)C (dimethylformamide), C(C)O (ethanol). Reaction conditions: temperature 0 celsius. Yields the product NC1=NC2=NC(=CC=C2C=C1)SC (2-Amino-7-methylthio-1,8-naphthyridine). RXN SMILES: [CH3:1][SH:2].[H-].[Na+].[NH2:5][C:6]1[CH:15]=[CH:14][C:13]2[C:8](=[N:9][C:10](Cl)=[CH:11][CH:12]=2)[N:7]=1.O>CN(C)C=O.C(O)C>[NH2:5][C:6]1[CH:15]=[CH:14][C:13]2[C:8](=[N:9][C:10]([S:2][CH3:1])=[CH:11][CH:12]=2)[N:7]=1 |f:1.2|. Reported procedure: To a solution, close to saturation, of methyl mercaptan in dimethylformamide (200 cc) maintained at 0° C., sodium hydride (13.3 g) in 50% strength suspension in mineral oil is added in small portions. 2-Amino-7-chloro-1,8-naphthyridine (25 g) is then added to this solution, and the mixture is heated at 100° C. for 2 hours. After being cooled, the reaction mixture is poured into water (500 cc) and extracted with methylene chloride (5×250 cc). The organic extracts are then washed with distilled wa... The reactants are C(C1=CC=CC=C1)C1=NN=C(S1)N (5-benzyl-1,3,4-thiadiazol-2-amine), Cl.C(C)N=C=NCCCN(C)C (1-ethyl-3-(3-dimethylaminopropyl)carbodiimide hydrochloride), OC1=CC=CC=2NN=NC21 (hydroxybenzotriazole), C(C)(C)N(CC)C(C)C (diisopropylethylamine), C(C)(C)(C)OC(=O)NC1=CC=C(C(=O)O)C=C1 (4-tert-butoxycarbonylaminobenzoic acid), Cl.C(C)N=C=NCCCN(C)C (1-ethyl-3-(3-dimethylaminopropyl)carbodiimide hydrochloride), OC1=CC=CC=2NN=NC21 (hydroxybenzotriazole). Run in ClCCl (dichloromethane), O (water), 5/1, ClCCl (dichloromethane), CN(C=O)C (dimethylformamide). Run at temperature 60 celsius, time 42 hour. The product is C(C1=CC=CC=C1)C1=NN=C(S1)NC(=O)C1=CC=C(C=C1)NC(OC(C)(C)C)=O (tert-butyl [4-(5-benzyl[1.3.4]thiadiazol-2-ylcarbamoyl)phenyl]carbamate). Yield: 11.6%. RXN SMILES: [C:1]([O:5][C:6]([NH:8][C:9]1[CH:17]=[CH:16][C:12]([C:13]([OH:15])=O)=[CH:11][CH:10]=1)=[O:7])([CH3:4])([CH3:3])[CH3:2].[CH2:18]([C:25]1[S:29][C:28]([NH2:30])=[N:27][N:26]=1)[C:19]1[CH:24]=[CH:23][CH:22]=[CH:21][CH:20]=1.Cl.C(N=C=NCCCN(C)C)C.OC1C2N=NNC=2C=CC=1.C(N(C(C)C)CC)(C)C>ClCCl.O.CN(C)C=O>[CH2:18]([C:25]1[S:29][C:28]([NH:30][C:13]([C:12]2[CH:11]=[CH:10][C:9]([NH:8][C:6](=[O:7])[O:5][C:1]([CH3:2])([CH3:3])[CH3:4])=[CH:17][CH:16]=2)=[O:15])=[N:27][N:26]=1)[C:19]1[CH:20]=[CH:21][CH:22]=[CH:23][CH:24]=1 |f:2.3|. Procedure details: 1 g of 4-tert-butoxycarbonylaminobenzoic acid (4.21 mmol, 1 eq.) is placed in 12 mL of a 5/1 mixture of dichloromethane and dimethylformamide with stirring. 0.81 g of 5-benzyl-1,3,4-thiadiazol-2-amine (4.21 mmol, 1 eq.), 0.97 g of 1-ethyl-3-(3-dimethylaminopropyl)carbodiimide hydrochloride (5.05 mmol, 1.2 eq.), 0.97 g of hydroxybenzotriazole (6.32 mmol, 1.5 eq.) and 1.74 mL of diisopropylethylamine (10.52 mmol, 2.5 eq.) are successively added. After 42 hours at room temperature, the medium is he... The reactants are ClCCl, CCO, O=S(=O)(O)Cl, [Na+], CCCCCCCNC(=O)C(O)C(O)C(O)C(O)CO, [OH-]. Product: [Na+], CCCCCCCNC(=O)C(OS(=O)(=O)[O-])C(O)C(O)C(O)CO. RXN SMILES: [CH2:21]([Cl:22])[Cl:23].[CH3:31][CH2:32][OH:33].[Cl:24][S:25](=[O:26])(=[O:27])[OH:28].[Na+:30].[O:1]=[C:2]([CH:3]([OH:4])[CH:5]([OH:6])[CH:7]([OH:8])[CH:9]([OH:10])[CH2:11][OH:12])[NH:13][CH2:14][CH2:15][CH2:16][CH2:17][CH2:18][CH2:19][CH3:20].[OH-:29]>>[Na+:30].[O:1]=[C:2]([CH:3]([O:4][S:25](=[O:26])(=[O:27])[O-:28])[CH:5]([OH:6])[CH:7]([OH:8])[CH:9]([OH:10])[CH2:11][OH:12])[NH:13][CH2:14][CH2:15][CH2:16][CH2:17][CH2:18][CH2:19][CH3:20]. Reported procedure: (S)-(-)-1-Methyl-2-pyrrolidinemethanol (Aldrich Chemical Co., 0.5 g, 4.34 mmol) was dissolved in anhydrous THF and brought to 0° C. NaH ((80% dispersion in mineral oil), 131 g, 4.56 mmol) was added and the reaction mixture was allowed to warm to room temperature with stirring. After 30 minutes 2-chloropyrazine (0.497 g, 4.34 mmol) was added via syringe. The mixture was stirred for 48 hours. The solvent was then evaporated in vacuo and the mixture diluted with chloroform, washed with saturated Na... Isolated yield 96.6%. Solvent: C1CCOC1 (THF). Reactants: [H-].[Na+] (NaH), CN1[C@@H](CCC1)CO ((S)-(-)-1-Methyl-2-pyrrolidinemethanol), ClC1=NC=CN=C1 (2-chloropyrazine). Product: CN1[C@@H](CCC1)COC1=NC=CN=C1 (2-((1-methyl-2-(S)-pyrrolidinyl)methoxy)pyrazine). As a reaction SMILES: [CH3:1][N:2]1[CH2:6][CH2:5][CH2:4][C@H:3]1[CH2:7][OH:8].[H-].[Na+].Cl[C:12]1[CH:17]=[N:16][CH:15]=[CH:14][N:13]=1>C1COCC1>[CH3:1][N:2]1[CH2:6][CH2:5][CH2:4][C@H:3]1[CH2:7][O:8][C:12]1[CH:17]=[N:16][CH:15]=[CH:14][N:13]=1 |f:1.2|. The reactants are C1CCOC1 (THF), OC1=CC=C(OCCC#N)C=C1 (3-(4-hydroxyphenoxy)propionitrile), Cl.ClCC1=NC2=CC=CC=C2C=C1 (2-chlormethylquinoline hydrochloride), [OH-].[Na+] (NaOH). Solvent: CN(C)C=O (DMF), O (water). Yields the product N1=C(C=CC2=CC=CC=C12)COC1=CC=C(OCCC#N)C=C1 (3-[4-(2-Quinolylmethyloxy)phenoxy]propionitrile). As a reaction SMILES: [OH:1][C:2]1[CH:12]=[CH:11][C:5]([O:6][CH2:7][CH2:8][C:9]#[N:10])=[CH:4][CH:3]=1.Cl.Cl[CH2:15][C:16]1[CH:25]=[CH:24][C:23]2[C:18](=[CH:19][CH:20]=[CH:21][CH:22]=2)[N:17]=1.[OH-].[Na+].C1COCC1>CN(C=O)C.O>[N:17]1[C:18]2[C:23](=[CH:22][CH:21]=[CH:20][CH:19]=2)[CH:24]=[CH:25][C:16]=1[CH2:15][O:1][C:2]1[CH:3]=[CH:4][C:5]([O:6][CH2:7][CH2:8][C:9]#[N:10])=[CH:11][CH:12]=1 |f:1.2,3.4|. Procedure: A mixture of 2.93 g (0.018 mol) 3-(4-hydroxyphenoxy)propionitrile, 3.2 g (0.18 mol) 2-chlormethylquinoline hydrochloride and 18 ml (2N, NaOH) in 25 ml DMF and 25 ml THF is heated over a steam bath for a period of 24 hours. The reaction mixture is poured into water and extracted with ether. The ether extract is washed with water, dried over MgSO4 and concentrated to dryness under reduced pressure. The residue is passed through a silica gel column using hexane/ethyl acetate (3:1) as eluent to obta... Reactants: 2D, C(C1=CC=CC=C1)OC(=O)N[C@H](C)C=1C=C(C=CC1)NC(=O)OCCC1=C(C=C(C=C1)B(O)O)C ((R)-4-(2-(3-(1-(benzyloxycarbonylamino)ethyl)phenylcarbamoyloxy)ethyl)-3-methylphenylboronic acid), NC=1C=C(C(=O)N)C=CC1 (3-aminobenzamide), O.C(C=O)(=O)O (glyoxylic acid monohydrate). The product is C(C1=CC=CC=C1)OC(=O)N[C@H](C)C=1C=C(C=CC1)NC(=O)OCCC1=C(C=C(C=C1)C(C(=O)O)NC1=CC(=CC=C1)C(N)=O)C (2-(4-(2-(3-((R)-1-(benzyloxycarbonylamino)ethyl)phenylcarbamoyloxy)ethyl)-3-methylphenyl)-2-(3-carbamoylphenylamino)acetic acid). Yield: 70.0%. RXN SMILES: [CH2:1]([O:8][C:9]([NH:11][C@@H:12]([C:14]1[CH:15]=[C:16]([NH:20][C:21]([O:23][CH2:24][CH2:25][C:26]2[CH:31]=[CH:30][C:29](B(O)O)=[CH:28][C:27]=2[CH3:35])=[O:22])[CH:17]=[CH:18][CH:19]=1)[CH3:13])=[O:10])[C:2]1[CH:7]=[CH:6][CH:5]=[CH:4][CH:3]=1.[NH2:36][C:37]1[CH:38]=[C:39]([CH:43]=[CH:44][CH:45]=1)[C:40]([NH2:42])=[O:41].O.[C:47]([OH:51])(=[O:50])[CH:48]=O>>[CH2:1]([O:8][C:9]([NH:11][C@@H:12]([C:14]1[CH:15]=[C:16]([NH:20][C:21]([O:23][CH2:24][CH2:25][C:26]2[CH:31]=[CH:30][C:29]([CH:48]([NH:36][C:37]3[CH:45]=[CH:44][CH:43]=[C:39]([C:40](=[O:41])[NH2:42])[CH:38]=3)[C:47]([OH:51])=[O:50])=[CH:28][C:27]=2[CH3:35])=[O:22])[CH:17]=[CH:18][CH:19]=1)[CH3:13])=[O:10])[C:2]1[CH:7]=[CH:6][CH:5]=[CH:4][CH:3]=1 |f:2.3|. Procedure: Using a procedure analogous to that used to prepare 2D, 64D (175 mg, 0.37 mmol) was reacted with 3-aminobenzamide and glyoxylic acid monohydrate to afford 64E (175 mg, 70%) as an oil. MS (ESI) m/z 625.3 (M+H)+. Starting materials: FC1=CC=C2C(=NN(C2=C1)C)C1=CN=C2C(=N1)C(=CN2)C(=O)O (2-(6-fluoro-1-methyl-1H-indazol-3-yl)-5H-pyrrolo[3,2-b]pyrazine-7-carboxylic acid), Cl.NC1(CC1)C#N (1-aminocyclopropanecarbonitrile hydrochloride), CCN=C=NCCCN(C)C (EDCI), O (water). Reagents/catalysts: CN(C)C=1C=CN=CC1 (DMAP). Solvent: CN(C)C=O (DMF). Reaction conditions: time 16 hour. Yields the product C(#N)C1(CC1)NC(=O)C1=CNC=2C1=NC(=CN2)C2=NN(C1=CC(=CC=C21)F)C (N-(1-cyanocyclopropyl)-2-(6-fluoro-1-methyl-1H-indazol-3-yl)-5H-pyrrolo[3,2-b]pyrazine-7-carboxamide). Isolated yield 23.0%. Reaction SMILES: [F:1][C:2]1[CH:10]=[C:9]2[C:5]([C:6]([C:12]3[N:17]=[C:16]4[C:18]([C:21]([OH:23])=O)=[CH:19][NH:20][C:15]4=[N:14][CH:13]=3)=[N:7][N:8]2[CH3:11])=[CH:4][CH:3]=1.Cl.[NH2:25][C:26]1([C:29]#[N:30])[CH2:28][CH2:27]1.CCN=C=NCCCN(C)C.O>CN(C1C=CN=CC=1)C.CN(C=O)C>[C:29]([C:26]1([NH:25][C:21]([C:18]2[C:16]3=[N:17][C:12]([C:6]4[C:5]5[C:9](=[CH:10][C:2]([F:1])=[CH:3][CH:4]=5)[N:8]([CH3:11])[N:7]=4)=[CH:13][N:14]=[C:15]3[NH:20][CH:19]=2)=[O:23])[CH2:28][CH2:27]1)#[N:30] |f:1.2|. Procedure: A mixture of 2-(6-fluoro-1-methyl-1H-indazol-3-yl)-5H-pyrrolo[3,2-b]pyrazine-7-carboxylic acid (90 mg, 0.29 mmol), 1-aminocyclopropanecarbonitrile hydrochloride (41 mg, 0.348 mmol), EDCI (110 mg, 0.58 mmol) and DMAP (75 mg, 0.58 mmol) in DMF (5 mL) was stirred at room temperature for 16 hours. Then the mixture was poured into water (5 mL) and filtered to give the crude product which was purified by preparative-HPLC (Gemini 5u C18 150×21.2 mm; inject volume: 3 mL/inj, flow rate: 20 mL/min; wavele... The reactants are Cl (HCl), [Cl-].[Al+3].[Cl-].[Cl-] (aluminum chloride), C(CC)(=O)Cl (propionyl chloride), CC1CC2=C(S1)C=CC=C2 (2-methyl2,3-dihydrobenzo[b]-thiophene). Run in ClC=CCl (1,2-dichloroethylene). Conditions: temperature 10 celsius, time 3 hour. The product is C(CC)(=O)C1=CC2=C(SC(C2)C)C=C1 (5-propionyl-2-methyl-2,3-dihydrobenzo[b]thiophene). RXN SMILES: [Cl-].[Al+3].[Cl-].[Cl-].[C:5](Cl)(=[O:8])[CH2:6][CH3:7].[CH3:10][CH:11]1[S:15][C:14]2[CH:16]=[CH:17][CH:18]=[CH:19][C:13]=2[CH2:12]1.Cl>ClC=CCl>[C:5]([C:18]1[CH:17]=[CH:16][C:14]2[S:15][CH:11]([CH3:10])[CH2:12][C:13]=2[CH:19]=1)(=[O:8])[CH2:6][CH3:7] |f:0.1.2.3|. Procedure details: To 0.15M of aluminum chloride, 0.11M of propionyl chloride and 150 ml of 1,2-dichloroethylene, 0.1M of 2-methyl2,3-dihydrobenzo[b]-thiophene (prepared according to method of Petropoulos, J. Am. Chem. Soc., 75, 1130, 1953) are added slowly, temperature being maintained at ±10° C. After addition, the mixture is still stirred for 3 hours at room temperature, then a mixture of ice and HCl is added. The mixture is extracted with 1,2-dichloroethylene, dried on MgSO4 and solvent is evaporated. The oily...